This data is from the Open Reaction Database (ORD), a public repository of structured organic reaction records. The task is: describe an organic reaction: reactants, conditions, products, and yield Reactants: CC#N, [I-], O=C(OC1CCNC1)c1ccc([N+](=O)[O-])cc1, [Na+], [Na+], [Na+], O=C([O-])[O-], COc1ccc(CCOS(=O)(=O)c2ccc(C)cc2)cc1. The product is COc1ccc(CCN2CCC(OC(=O)c3ccc([N+](=O)[O-])cc3)C2)cc1. As a reaction SMILES: [CH3:47][C:48]#[N:49].[I-:29].[N+:30](=[O:31])([O-:32])[c:33]1[cH:34][cH:35][c:36]([C:37](=[O:38])[O:39][CH:40]2[CH2:41][NH:42][CH2:43][CH2:44]2)[cH:45][cH:46]1.[Na+:22].[Na+:23].[Na+:28].[O-:24][C:25](=[O:26])[O-:27].[O:1]([S:2]([c:3]1[cH:4][cH:5][c:6]([CH3:7])[cH:8][cH:9]1)(=[O:10])=[O:11])[CH2:12][CH2:13][c:14]1[cH:15][cH:16][c:17]([O:20][CH3:21])[cH:18][cH:19]1>>[CH2:12]([CH2:13][c:14]1[cH:15][cH:16][c:17]([O:20][CH3:21])[cH:18][cH:19]1)[N:42]1[CH2:41][CH:40]([O:39][C:37]([c:36]2[cH:35][cH:34][c:33]([N+:30](=[O:31])[O-:32])[cH:46][cH:45]2)=[O:38])[CH2:44][CH2:43]1. The reactants are C(C)O (ethanol), C1COC(=O)O1 (glycol carbonate), [OH-].[Tl+] (thallium hydroxide). Conditions: time 2 hour. Product: C1COC(=O)O1 (glycol carbonate), C(OCC)(OCC)=O (diethyl carbonate). As a reaction SMILES: [CH2:1]([OH:3])[CH3:2].[CH2:4]1[O:9][C:7](=[O:8])[O:6][CH2:5]1.[OH-].[Tl+]>>[CH2:4]1[O:9][C:7](=[O:8])[O:6][CH2:5]1.[C:7](=[O:8])([O:6][CH2:5][CH3:4])[O:3][CH2:1][CH3:2] |f:2.3|. Reported procedure: A mixture of 640 g (21.5 mols) of ethanol, 264 g (3.0 mols) of glycol carbonate and 0.1 g of thallium hydroxide is kept at 150° for 2 hours and worked up as in Example 1. A conversion of glycol carbonate to diethyl carbonate of 58% is obtained. The distillation residue is 0.11 g, which corresponds to the amount of catalyst employed; diglycol and triglycol cannot be detected in the distillate. Run at time 8 hour. The solvent is C1CCOC1 (THF). Yields the product [N+](=O)([O-])C1=CC=C(NC(C2=CC=CC=C2)=O)C=C1 (4-nitro-N-benzoylaniline). The reactants are resultant solution, Cl (HCl), [N+](=O)([O-])C1=CC=C(N)C=C1 (4-nitroaniline), C([O-])([O-])=O.[K+].[K+] (potassium carbonate), C(C1=CC=CC=C1)(=O)Cl (benzoyl chloride). Reported procedure: A mixture of 4-nitroaniline (4-7) (10.0 g, 72 mmol) and anhydrous potassium carbonate (20 g, 1.44 mmol) in anhydrous THF (240 mL) and benzoyl chloride (9.1 mL, 78 mmol) was stirred at RT overnight. The resultant solution was poured into 10% aq. HCl (200 mL) and cooled to 0° C. The yellow solid precipitated was filtered, washed successively with water (200 mL) and hexane (200 mL). Further drying under vacuum overnight provided the required 4-nitro-N-benzoylaniline. As a reaction SMILES: [N+:1]([C:4]1[CH:10]=[CH:9][C:7]([NH2:8])=[CH:6][CH:5]=1)([O-:3])=[O:2].C(=O)([O-])[O-].[K+].[K+].[C:17](Cl)(=[O:24])[C:18]1[CH:23]=[CH:22][CH:21]=[CH:20][CH:19]=1.Cl>C1COCC1>[N+:1]([C:4]1[CH:10]=[CH:9][C:7]([NH:8][C:17](=[O:24])[C:18]2[CH:23]=[CH:22][CH:21]=[CH:20][CH:19]=2)=[CH:6][CH:5]=1)([O-:3])=[O:2] |f:1.2.3|. Reactants: COC(\C=C\C1=C(C=CC(=C1)Cl)NC(=O)OC(C)(C)C)=O ((E)-3-(2-tert-Butyloxycarbonylamino-5-chlorophenyl)-acrylic acid methyl ester), [OH-].[Na+] (NaOH). Run in CO (MeOH). Run at temperature 60 celsius, time 2 hour. Yields the product C(C)(C)(C)OC(=O)NC1=C(C=C(C=C1)Cl)/C=C/C(=O)O ((E)-3-(2-tert-Butyloxycarbonylamino-5-chlorophenyl)-acrylic acid). RXN SMILES: C[O:2][C:3](=[O:21])/[CH:4]=[CH:5]/[C:6]1[CH:11]=[C:10]([Cl:12])[CH:9]=[CH:8][C:7]=1[NH:13][C:14]([O:16][C:17]([CH3:20])([CH3:19])[CH3:18])=[O:15].[OH-].[Na+]>CO>[C:17]([O:16][C:14]([NH:13][C:7]1[CH:8]=[CH:9][C:10]([Cl:12])=[CH:11][C:6]=1/[CH:5]=[CH:4]/[C:3]([OH:21])=[O:2])=[O:15])([CH3:20])([CH3:18])[CH3:19] |f:1.2|. Reported procedure: (E)-3-(2-tert-Butyloxycarbonylamino-5-chlorophenyl)-acrylic acid methyl ester (1.8 g, 5.77 mmol) was dissolved in MeOH (115 ml), 2N NaOH (4.3 ml, 8.6 mmol) added and stirred at 60°C. for 2 hours. The reaction mixture was evaporated to dryness, acidified to pH 3.5 by adding water (200 ml) and 2N HCl (4.35 ml) and extracted twice with TBME. The combined organic phases were dried over Na2SO4 and evaporated to dryness to yield the title acid as a solid, which was recrystallised from TBME/hexanes to ... Reactants: CCO, Cc1ccc(C)c(CCl)c1, [K+], [OH-], O, Sc1ccccn1. Yields the product Cc1ccc(C)c(CSc2ccccn2)c1. As a reaction SMILES: [CH3:10][CH2:11][OH:12].[CH3:13][c:14]1[c:15]([CH2:16][Cl:17])[cH:18][c:19]([CH3:22])[cH:20][cH:21]1.[K+:9].[OH-:8].[OH2:23].[SH:1][c:2]1[n:3][cH:4][cH:5][cH:6][cH:7]1>>[S:1]([c:2]1[n:3][cH:4][cH:5][cH:6][cH:7]1)[CH2:16][c:15]1[c:14]([CH3:13])[cH:21][cH:20][c:19]([CH3:22])[cH:18]1. Reported procedure: 20 g of anthraquinone was heated at boiling point with 200 ml formamide for 4 hours. The supernatent anthraquinone slowly disappeared while yellow crystals deposited. The solution was cooled, suction filtered and washed thoroughly with alcohol. The resultant 9,10-diformylaminoanthracene was recrystalized from formamide giving long yellow crystals mpt 439° C. Chemical analysis for C16 H12 O2 N2 was calculated N 10.60%, found N10.88%. 40 g of KOH was dissolved in 100 ml of methanol and 10 g of the... Yields the product NC=1C2=CC=CC=C2C(=C2C=CC=CC12)N (Diaminoanthracene). The reactants are C1=CC=CC=2C(C3=CC=CC=C3C(C12)=O)=O (anthraquinone), C(=O)N (formamide), C1=CC=CC=2C(C3=CC=CC=C3C(C12)=O)=O (anthraquinone), N#N (N2). As a reaction SMILES: [CH:1]1[C:14]2[C:13](=O)[C:12]3[C:7](=[CH:8][CH:9]=[CH:10][CH:11]=3)C(=O)[C:5]=2[CH:4]=[CH:3][CH:2]=1.[N:17]#N.[CH:19]([NH2:21])=O>>[NH2:17][C:13]1[C:14]2[C:5]([C:19]([NH2:21])=[C:7]3[C:12]=1[CH:11]=[CH:10][CH:9]=[CH:8]3)=[CH:4][CH:3]=[CH:2][CH:1]=2. Reactants: C1(=CC=CC=C1)C (toluene), [Cl-] (chloride), R-(-)-2-hexanol, S(=O)(Cl)Cl (Thionyl chloride), C(C)(=O)OC1=CC=C(C(=O)O)C=C1 (p-acetoxybenzoic acid). Solvent: N1=CC=CC=C1 (pyridine), ClCCl (dichloromethane). Yields the product C(C)(=O)OC1=CC=C(C(=O)OC(CCCC)C)C=C1 (1-methylpentyl p-acetoxybenzoate). Isolated yield 87.0%. Reaction SMILES: S(Cl)(Cl)=O.[C:5]([O:8][C:9]1[CH:17]=[CH:16][C:12]([C:13]([OH:15])=[O:14])=[CH:11][CH:10]=1)(=[O:7])[CH3:6].[C:18]1(C)[CH:23]=[CH:22][CH:21]=[CH:20][CH:19]=1.[Cl-]>ClCCl.N1C=CC=CC=1>[C:5]([O:8][C:9]1[CH:17]=[CH:16][C:12]([C:13]([O:15][CH:23]([CH3:22])[CH2:18][CH2:19][CH2:20][CH3:21])=[O:14])=[CH:11][CH:10]=1)(=[O:7])[CH3:6]. Reported procedure: Thionyl chloride (25 ml) was added to 10 mmols of p-acetoxybenzoic acid, and the mixture was refluxed for 5 hours. Excess thionyl chloride was then completely removed. Thirty milliliters of toluene were added to the obtained chloride, and 7.1 mmols of R-(-)-2-hexanol and 3 ml of pyridine were added dropwise, followed by conducting the reaction overnight at room temperature. After the reaction, 50 ml of dichloromethane was added, and the organic layer was washed with a hydrochloric acid aqueous s...